Dataset: the Open Reaction Database (ORD), a public repository of structured organic reaction records. Task: describe an organic reaction: reactants, conditions, products, and yield Starting materials: C(C)(C)(C)OC(=O)N1C=C(C=2C1=CN=C(C2)N2C=NN=C2)C=CC(=O)OCC (ethyl 3-[1-tert-butyloxycarbonyl-5-(1,2,4-triazol-4-yl)pyrrolo[2,3-c]pyridin-3-yl]prop-2-enoate), FC(C(=O)O)(F)F (trifluoroacetic acid). The solvent is C(Cl)Cl (DCM). Product: N=1N=CN(C1)C=1C=C2C(=CN1)NC=C2C=CC(=O)OCC (Ethyl 3-[5-(1,2,4-triazol-4-yl)-1H-pyrrolo[2,3-c]pyridin-3-yl]prop-2-enoate). The yield is 58.8%. As a reaction SMILES: C(OC([N:8]1[C:12]2=[CH:13][N:14]=[C:15]([N:17]3[CH:21]=[N:20][N:19]=[CH:18]3)[CH:16]=[C:11]2[C:10]([CH:22]=[CH:23][C:24]([O:26][CH2:27][CH3:28])=[O:25])=[CH:9]1)=O)(C)(C)C.FC(F)(F)C(O)=O>C(Cl)Cl>[N:19]1[N:20]=[CH:21][N:17]([C:15]2[CH:16]=[C:11]3[C:10]([CH:22]=[CH:23][C:24]([O:26][CH2:27][CH3:28])=[O:25])=[CH:9][NH:8][C:12]3=[CH:13][N:14]=2)[CH:18]=1. Reported procedure: A solution of ethyl 3-[1-tert-butyloxycarbonyl-5-(1,2,4-triazol-4-yl)pyrrolo[2,3-c]pyridin-3-yl]prop-2-enoate (0.92 g) and trifluoroacetic acid (5 mL) in dry DCM (20 mL) was stirred at ambient temperature under nitrogen for 16 hours. The solvent was evaporated in vacuo and the residue azeotroped with toluene. The residue was chromatographed on silica eluting with 5 to 20% MeOH in DCM to give a cream solid. This was triturated with MeOH and the solid was collected by filtration to afford the titl... Reactants: C([O-])([O-])=O.[K+].[K+] (potassium carbonate), COC=1C=C(C=CC1)C1NCCC1 (2-(3-methoxyphenyl)pyrrolidine), C(C1=CC=CC=C1)Cl (benzyl chloride). Solvent: C(C)#N (acetonitrile). Conditions: time 5 hour. The product is C1(=CC=CC=C1)CN1C(CCC1)C1=CC(=CC=C1)OC (1-phenylmethyl-2-(3-methoxyphenyl)pyrrolidine). Yield: 95.0%. RXN SMILES: [CH3:1][O:2][C:3]1[CH:4]=[C:5]([CH:9]2[CH2:13][CH2:12][CH2:11][NH:10]2)[CH:6]=[CH:7][CH:8]=1.C(=O)([O-])[O-].[K+].[K+].[CH2:20](Cl)[C:21]1[CH:26]=[CH:25][CH:24]=[CH:23][CH:22]=1>C(#N)C>[C:21]1([CH2:20][N:10]2[CH2:11][CH2:12][CH2:13][CH:9]2[C:5]2[CH:6]=[CH:7][CH:8]=[C:3]([O:2][CH3:1])[CH:4]=2)[CH:26]=[CH:25][CH:24]=[CH:23][CH:22]=1 |f:1.2.3|. Procedure: To a solution of 2-(3-methoxyphenyl)pyrrolidine (3.0 g) in dry acetonitrile (70 ml) was added milled potassium carbonate (3.7 g) followed by benzyl chloride (2.2 g) at ambient temperature, under nitrogen. The reaction mixture was stirred for 5 hrs, warmed under reflux for 2 hrs, and cooled to ambient temperature. The reaction mixture was filtered through a pad of celite, and the solids washed with ethyl acetate. The combined filtrates were concentrated to give 4.3 g (96%) of 1-phenylmethyl-2-(3-... The reactants are CC=1N(C2=CC=CC=C2C1CO)S(=O)(=O)C1=CC=C(C)C=C1 ((2-methyl-1-tosyl-1H-indol-3-yl)methanol), S(=O)(Cl)Cl (thionyl chloride). The solvent is C(Cl)(Cl)Cl (chloroform). Run at time 10 minute. Product: ClCC1=C(N(C2=CC=CC=C12)S(=O)(=O)C1=CC=C(C)C=C1)C (3-(chloromethyl)-2-methyl-1-tosyl-1H-indole). Isolated yield 103.6%. RXN SMILES: [CH3:1][C:2]1[N:3]([S:13]([C:16]2[CH:22]=[CH:21][C:19]([CH3:20])=[CH:18][CH:17]=2)(=[O:15])=[O:14])[C:4]2[C:9]([C:10]=1[CH2:11]O)=[CH:8][CH:7]=[CH:6][CH:5]=2.S(Cl)([Cl:25])=O>C(Cl)(Cl)Cl>[Cl:25][CH2:11][C:10]1[C:9]2[C:4](=[CH:5][CH:6]=[CH:7][CH:8]=2)[N:3]([S:13]([C:16]2[CH:17]=[CH:18][C:19]([CH3:20])=[CH:21][CH:22]=2)(=[O:14])=[O:15])[C:2]=1[CH3:1]. Reported procedure: To a stirred solution of (2-methyl-1-tosyl-1H-indol-3-yl)methanol (500 mg, 1.59 mmol) in chloroform (20 mL), thionyl chloride (0.23 mL, 3.18 mmol) was added dropwise at 0° C. and stirred for 10 min. Then the mixture was heated under reflux for 3.5 h. The reaction mixture was concentrated under reduced pressure. The residue was taken up in diethyl ether and evaporated to dryness under reduced pressure to yield the title compound (550 mg, quant.). The compound was directly used for the next step w... The reactants are C1(=CC=CC=C1)S (thiophenol), COC1=C(C=CC(=C1)C=1N=CN(C1)COCC[Si](C)(C)C)C1=CC=C(N=N1)N(C1CC(NC(C1)(C)C)(C)C)C (6-(2-methoxy-4-(1-((2-(trimethylsilyl)ethoxy)methyl)-1H-imidazol-4-yl)phenyl)-N-methyl-N-(2,2,6,6-tetramethylpiperidin-4-yl)pyridazin-3-amine), C1(=CC=CC=C1)S (thiophenol), C(=O)([O-])[O-].[K+].[K+] (K2CO3). Run in CN1CCCC1=O (NMP). Product: CN(C1=CC=C(N=N1)C1=C(C=C(C=C1)C=1N=CN(C1)COCC[Si](C)(C)C)O)C1CC(NC(C1)(C)C)(C)C (2-(6-(methyl(2,2,6,6-tetramethylpiperidin-4-yl)amino)pyridazin-3-yl)-5-(1-((2-(trimethylsilyl)ethoxy)methyl)-1H-imidazol-4-yl)phenol). Reaction SMILES: C1(S)C=CC=CC=1.C[O:9][C:10]1[CH:15]=[C:14]([C:16]2[N:17]=[CH:18][N:19]([CH2:21][O:22][CH2:23][CH2:24][Si:25]([CH3:28])([CH3:27])[CH3:26])[CH:20]=2)[CH:13]=[CH:12][C:11]=1[C:29]1[N:34]=[N:33][C:32]([N:35]([CH3:46])[CH:36]2[CH2:41][C:40]([CH3:43])([CH3:42])[NH:39][C:38]([CH3:45])([CH3:44])[CH2:37]2)=[CH:31][CH:30]=1.C([O-])([O-])=O.[K+].[K+]>CN1C(=O)CCC1>[CH3:46][N:35]([CH:36]1[CH2:37][C:38]([CH3:45])([CH3:44])[NH:39][C:40]([CH3:43])([CH3:42])[CH2:41]1)[C:32]1[N:33]=[N:34][C:29]([C:11]2[CH:12]=[CH:13][C:14]([C:16]3[N:17]=[CH:18][N:19]([CH2:21][O:22][CH2:23][CH2:24][Si:25]([CH3:27])([CH3:28])[CH3:26])[CH:20]=3)=[CH:15][C:10]=2[OH:9])=[CH:30][CH:31]=1 |f:2.3.4|. Procedure details: Following GENERAL METHOD 3-1 for methoxy deprotection using thiophenol, 6-(2-methoxy-4-(1-((2-(trimethylsilyl)ethoxy)methyl)-1H-imidazol-4-yl)phenyl)-N-methyl-N-(2,2,6,6-tetramethylpiperidin-4-yl)pyridazin-3-amine (50 mg, 0.09 mmol) was treated with thiophenol (0.01 mL, 0.11 mmol) and K2CO3 (12 mg, 0.09 mmol) in NMP (2 mL) for 30 minutes at 190° C. to afford 2-(6-(methyl(2,2,6,6-tetramethylpiperidin-4-yl)amino)pyridazin-3-yl)-5-(1-((2-(trimethylsilyl)ethoxy)methyl)-1H-imidazol-4-yl)phenol and an...